Task: describe an organic reaction: reactants, conditions, products, and yield. Dataset: the Open Reaction Database (ORD), a public repository of structured organic reaction records Starting materials: C1(=CC=C(C=C1)S(=O)(=O)O)C (p-toluenesulfonic acid), NC=1C=C(C=CC1)C=1C=2C(=CNC1C)C(N(N2)C2=CC=C(C=C2)Cl)=O (7-(3-aminophenyl)-2-(4-chlorophenyl)-2,5-dihydro-6-methylpyrazolo[4,3-c]pyridin-3-one), CN(/C=N/N=C/N(C)C)C (N,N-dimethylformamide azine), C1(=CC=C(C=C1)S(=O)(=O)O)C (p-toluenesulfonic acid), CS(=O)C (DMSO). Run in C1(=CC=CC=C1)C (toluene). Yields the product ClC1=CC=C(C=C1)N1N=C2C(=CNC(=C2C2=CC(=CC=C2)N2C=NN=C2)C)C1=O (2-(4-Chlorophenyl)-2,5-dihydro-6-methyl-7-[3-(4H-1,2, 4-triazol-4-yl)phenyl]pyrazolo [4,3-c]pyridin-3-one). The yield is 38.0%. Reaction SMILES: [NH2:1][C:2]1[CH:3]=[C:4]([C:8]2[C:9]3[C:10]([C:15](=[O:25])[N:16]([C:18]4[CH:23]=[CH:22][C:21]([Cl:24])=[CH:20][CH:19]=4)[N:17]=3)=[CH:11][NH:12][C:13]=2[CH3:14])[CH:5]=[CH:6][CH:7]=1.CN(C)/[CH:28]=[N:29]/[N:30]=[CH:31]/N(C)C.C1(C)C=CC(S(O)(=O)=O)=CC=1.CS(C)=O>C1(C)C=CC=CC=1>[Cl:24][C:21]1[CH:22]=[CH:23][C:18]([N:16]2[C:15](=[O:25])[C:10]3=[CH:11][NH:12][C:13]([CH3:14])=[C:8]([C:4]4[CH:5]=[CH:6][CH:7]=[C:2]([N:1]5[CH:31]=[N:30][N:29]=[CH:28]5)[CH:3]=4)[C:9]3=[N:17]2)=[CH:19][CH:20]=1. Procedure details: A mixture of 7-(3-aminophenyl)-2-(4-chlorophenyl)-2,5-dihydro-6-methylpyrazolo[4,3-c]pyridin-3-one (0.100 g, 0.285 mmol), N,N-dimethylformamide azine (Bartlett, R. K.; Humphrey, I. R. J. Chemn. Soc. C 1967, 1664) (41.3 mg, 0.290 mmol), and p-toluenesulfonic acid (10 mg, 0.053 mmol) in toluene (4 ml) was heated at reflux under nitrogen for 7 days, adding more p-toluenesulfonic acid (10 mg, 0.053 mmol) and some DMSO after 1 day. The solvents were removed in vacuo and the residue was purified by fl... Reactants: CO, CSc1ccc(C=C2C(C)=C(CC(=O)O)c3cc(F)ccc32)cc1, O=S(Cl)Cl. The product is COC(=O)CC1=C(C)C(=Cc2ccc(SC)cc2)c2ccc(F)cc21. RXN SMILES: [CH3:29][OH:30].[F:1][c:2]1[cH:3][c:4]2[c:8]([cH:9][cH:10]1)[C:7](=[CH:11][c:12]1[cH:13][cH:14][c:15]([S:18][CH3:19])[cH:16][cH:17]1)[C:6]([CH3:20])=[C:5]2[CH2:21][C:22](=[O:23])[OH:24].[S:25]([Cl:26])([Cl:27])=[O:28]>>[F:1][c:2]1[cH:3][c:4]2[c:8]([cH:9][cH:10]1)[C:7](=[CH:11][c:12]1[cH:13][cH:14][c:15]([S:18][CH3:19])[cH:16][cH:17]1)[C:6]([CH3:20])=[C:5]2[CH2:21][C:22](=[O:23])[O:24][CH3:29]. Starting materials: C1CCOC1, CO, COC(=O)C1=Cc2cc(OC3CCCCC3)ccc2CCC1, Cl, [Na+], [OH-]. The product is O=C(O)C1=Cc2cc(OC3CCCCC3)ccc2CCC1. Reaction SMILES: [CH2:28]1[O:29][CH2:30][CH2:31][CH2:32]1.[CH3:26][OH:27].[CH:1]1([O:7][c:8]2[cH:9][cH:10][c:11]3[c:12]([cH:22]2)[CH:13]=[C:14]([C:18](=[O:19])[O:20][CH3:21])[CH2:15][CH2:16][CH2:17]3)[CH2:2][CH2:3][CH2:4][CH2:5][CH2:6]1.[ClH:25].[Na+:24].[OH-:23]>>[CH:1]1([O:7][c:8]2[cH:9][cH:10][c:11]3[c:12]([cH:22]2)[CH:13]=[C:14]([C:18](=[O:19])[OH:20])[CH2:15][CH2:16][CH2:17]3)[CH2:2][CH2:3][CH2:4][CH2:5][CH2:6]1. Reactants: FC(C1=CC=C(OC2=CC=C(C=C2)NS(=O)(=O)C)C=C1)(F)F (N-[4-(4-Trifluoromethylphenoxy)phenyl]methanesulfonamide), C(=O)([O-])[O-].[K+].[K+] (K2CO3), CCOCC.O (Et2O H2O), C([C@H]1CO1)(=O)OC (methyl(R)-glycidate). Reagents/catalysts: [Cl-].C(C1=CC=CC=C1)[N+](CC)(CC)CC (benzyltriethylammonium chloride). Run in O1CCOCC1 (1,4-dioxane). Run at temperature 70 celsius. The product is O[C@H](CN(S(=O)(=O)C)C1=CC=C(C=C1)OC1=CC=C(C=C1)C(F)(F)F)C(=O)OC (N-[(2R)-2-Hydroxy-2-methoxycarbonylethyl]-N-[4-(4-trifluoromethyl-phenoxy)phenyl]methanesulfonamide). The yield is 82.1%. As a reaction SMILES: [F:1][C:2]([F:22])([F:21])[C:3]1[CH:20]=[CH:19][C:6]([O:7][C:8]2[CH:13]=[CH:12][C:11]([NH:14][S:15]([CH3:18])(=[O:17])=[O:16])=[CH:10][CH:9]=2)=[CH:5][CH:4]=1.C([O-])([O-])=O.[K+].[K+].[C:29]([O:34][CH3:35])(=[O:33])[C@@H:30]1[O:32][CH2:31]1.CCOCC.O>[Cl-].C([N+](CC)(CC)CC)C1C=CC=CC=1.O1CCOCC1>[OH:32][C@@H:30]([C:29]([O:34][CH3:35])=[O:33])[CH2:31][N:14]([C:11]1[CH:12]=[CH:13][C:8]([O:7][C:6]2[CH:19]=[CH:20][C:3]([C:2]([F:1])([F:21])[F:22])=[CH:4][CH:5]=2)=[CH:9][CH:10]=1)[S:15]([CH3:18])(=[O:16])=[O:17] |f:1.2.3,5.6,7.8|. Reported procedure: To a mixture of N-[4-(4-trifluoromethylphenoxy)phenyl]methanesulfonamide (16.55 g, 50 mmol) from Step A, K2CO3 (17.3 g, 125 mmol), and benzyltriethylammonium chloride (1.135 g, 5 mmol) in dried 1,4-dioxane (75 mL) was added methyl(R)-glycidate (15.3 g, 150 mmol). The mixture was sealed and was heated to 70° C. for 24 h. The mixture was then poured into Et2O/H2O (200 mL/200 mL). The organic layer was washed with brine (200 mL), dried (Na2SO4), and filtered. After removal of solvent, the crude pro... Isolated yield 52.4%. Reaction SMILES: O=[C:2]1[CH2:6][CH2:5][CH2:4][CH:3]1[C:7]([O:9]CC)=O.[NH2:12][C:13]([NH2:15])=[O:14].Cl.[OH-].[Na+]>CCO>[N:12]1[C:2]2[CH2:6][CH2:5][CH2:4][C:3]=2[C:7]([OH:9])=[N:15][C:13]=1[OH:14] |f:3.4|. Reported procedure: To a suspension of ethyl 2-oxocyclopentanecarboxylate (10 mL, 67.2 mmol) and urea (6.07 g, 101 mmol) in EtOH (20 mL), cooled in an ice-bath, was added concentrated HCl (1 mL) dropwise. After completion of addition, the ice bath was removed and the reaction mixture was stirred at RT for 30 min. The reaction mixture was then heated to reflux at 85° C. for 5 h. The reaction mixture was cooled to RT and the EtOH was decanted to give a crystalline solid. The solid was heated to reflux with aqueous 5%... Product: N1=C(N=C(C2=C1CCC2)O)O (6,7-dihydro-5H-cyclopenta[d]pyrimidine-2,4-diol). Starting materials: [OH-].[Na+] (NaOH), O=C1C(CCC1)C(=O)OCC (ethyl 2-oxocyclopentanecarboxylate), NC(=O)N (urea), Cl (HCl). The solvent is CCO (EtOH). Conditions: time 30 minute.